This data is from the Open Reaction Database (ORD), a public repository of structured organic reaction records. The task is: describe an organic reaction: reactants, conditions, products, and yield Starting materials: COC1=NC=CC(=C1)NC=1C2=C(N=CN1)NC(=C2)C2=CC=C(C=C2)CCl ((2-Methoxy-pyridin-4-yl)-[6-(4-chloromethyl-phenyl)-7H-pyrrolo[2,3-d]pyrimidin-4-yl]-amine), N1CCOCC1 (morpholine), [Na+].[I-] (NaI). Run in C(C)O (ethanol). The product is COC1=NC=CC(=C1)NC=1C2=C(N=CN1)NC(=C2)C2=CC=C(C=C2)CN2CCOCC2 ((2-Methoxy-pyridin-4-yl)-[6-(4-morpholin-4-ylmethyl-phenyl)-7H-pyrrolo[2,3-d]pyrimidin-4-yl]-amine). RXN SMILES: [CH3:1][O:2][C:3]1[CH:8]=[C:7]([NH:9][C:10]2[C:11]3[CH:18]=[C:17]([C:19]4[CH:24]=[CH:23][C:22]([CH2:25]Cl)=[CH:21][CH:20]=4)[NH:16][C:12]=3[N:13]=[CH:14][N:15]=2)[CH:6]=[CH:5][N:4]=1.[NH:27]1[CH2:32][CH2:31][O:30][CH2:29][CH2:28]1.[Na+].[I-]>C(O)C>[CH3:1][O:2][C:3]1[CH:8]=[C:7]([NH:9][C:10]2[C:11]3[CH:18]=[C:17]([C:19]4[CH:24]=[CH:23][C:22]([CH2:25][N:27]5[CH2:32][CH2:31][O:30][CH2:29][CH2:28]5)=[CH:21][CH:20]=4)[NH:16][C:12]=3[N:13]=[CH:14][N:15]=2)[CH:6]=[CH:5][N:4]=1 |f:2.3|. Procedure: 330 mg (0.90 mMol) (2-Methoxy-pyridin-4-yl)-[6-(4-chloromethyl-phenyl)-7H-pyrrolo[2,3-d]pyrimidin-4-yl]-amine, 0.81 ml morpholine and a trace of NaI is stirred for 2 h in 20 ml boiling ethanol. A clear solution is formed from which upon cooling to RT the title compound crystallizes out and can be filtered off; TLC (CH2Cl2/methanol 9:1) Rf=0.33; MS-ES+: (M+H)+=417. The reactants are CC(Cl)OC(=O)Cl, ClCCl, OC1CCCCC1, c1ccncc1. Product: CC(Cl)OC(=O)OC1CCCCC1. RXN SMILES: [Cl:14][C:15](=[O:16])[O:17][CH:18]([CH3:19])[Cl:20].[Cl:21][CH2:22][Cl:23].[OH:1][CH:2]1[CH2:3][CH2:4][CH2:5][CH2:6][CH2:7]1.[cH:8]1[cH:9][cH:10][n:11][cH:12][cH:13]1>>[O:1]([CH:2]1[CH2:3][CH2:4][CH2:5][CH2:6][CH2:7]1)[C:15](=[O:16])[O:17][CH:18]([CH3:19])[Cl:20]. Starting materials: COc1ccc(Br)cc1O, CC#N, O=S(=O)(OCCCOC(F)(F)F)C(F)(F)F, [K+], [K+], O=C([O-])[O-]. Yields the product COc1ccc(Br)cc1OCCCOC(F)(F)F. RXN SMILES: [Br:1][c:2]1[cH:3][cH:4][c:5]([O:9][CH3:10])[c:6]([OH:8])[cH:7]1.[CH3:33][C:34]#[N:35].[F:11][C:12]([O:13][CH2:14][CH2:15][CH2:16][O:17][S:18]([C:19]([F:20])([F:21])[F:22])(=[O:23])=[O:24])([F:25])[F:26].[K+:27].[K+:28].[O-:29][C:30]([O-:31])=[O:32]>>[Br:1][c:2]1[cH:3][cH:4][c:5]([O:9][CH3:10])[c:6]([O:8][CH2:16][CH2:15][CH2:14][O:13][C:12]([F:11])([F:25])[F:26])[cH:7]1.